Dataset: the Open Reaction Database (ORD), a public repository of structured organic reaction records. Task: describe an organic reaction: reactants, conditions, products, and yield Reaction SMILES: [C:1]([O:2][C:3](=[O:4])[NH:8][c:9]1[c:10]([C:11](=[O:12])[O:13][CH3:14])[cH:15][c:16]([C:19]([F:20])([F:21])[F:22])[cH:17][cH:18]1)([CH3:5])([CH3:6])[CH3:7].[CH2:23]([Cl:24])[Cl:25].[OH:26][C:27]([C:28]([F:29])([F:30])[F:31])=[O:32]>>[NH2:8][c:9]1[c:10]([C:11](=[O:12])[O:13][CH3:14])[cH:15][c:16]([C:19]([F:20])([F:21])[F:22])[cH:17][cH:18]1. The reactants are COC(=O)c1cc(C(F)(F)F)ccc1NC(=O)OC(C)(C)C, ClCCl, O=C(O)C(F)(F)F. Yields the product COC(=O)c1cc(C(F)(F)F)ccc1N.